This data is from the Open Reaction Database (ORD), a public repository of structured organic reaction records. The task is: describe an organic reaction: reactants, conditions, products, and yield The reactants are CN(C[C@@H](C)O)C ((R)-1-(Dimethylamino)propan-2-ol), [H-].[Na+] (NaH), NC=1N=C(C(=NC1)C#N)Cl (5-Amino-3-chloropyrazine-2-carbonitrile), O (water). Solvent: O1CCOCC1 (dioxane), C(Cl)Cl (CH2Cl2). Reaction conditions: temperature 90 celsius, time 30 minute. The product is N (NH3), NC=1N=C(C(=NC1)C#N)O[C@@H](CN(C)C)C ((R)-5-amino-3-((1-(dimethylamino)propan-2-yl)oxy)pyrazine-2-carbonitrile). The yield is 77.9%. Reaction SMILES: [CH3:1][N:2]([CH3:7])[CH2:3][C@H:4]([OH:6])[CH3:5].[H-].[Na+].[NH2:10][C:11]1[N:12]=[C:13](Cl)[C:14]([C:17]#[N:18])=[N:15][CH:16]=1.O>O1CCOCC1.C(Cl)Cl>[NH3:2].[NH2:10][C:11]1[N:12]=[C:13]([O:6][C@H:4]([CH3:5])[CH2:3][N:2]([CH3:7])[CH3:1])[C:14]([C:17]#[N:18])=[N:15][CH:16]=1 |f:1.2|. Procedure: (R)-1-(Dimethylamino)propan-2-ol (0.667 g, 6.47 mmol) was added dropwise to a suspension of NaH (60% in oil; 0.388 g, 9.71 mmol) in dioxane (16.2 mL) and stirred for 30 minutes. 5-Amino-3-chloropyrazine-2-carbonitrile (Intermediate I-2) (1.00 g, 6.47 mmol) was added in one portion and the mixture was heated at 90° C. for 14 hours. After cooling, water (200 mL) was added and the solution was extracted with Et2O (4×100 mL), dried over MgSO4, and the volatiles removed under vacuum. Gradient column ... Isolated yield 96.0%. The product is CN(S(=O)(=O)C(F)(F)F)C(CC(=O)OC1=C(C=CC=C1)C(C)(C)C)(C)C (N-methyl-N-[2-(2-tert-butylphenylcarboxy)-1,1-dimethylethyl]-trifluoromethanesulfonamide). The reactants are [N+](=[N-])=C (diazomethane), C(C)(C)(C)C1=C(C=CC=C1)OC(=O)CC(C)(C)NS(=O)(=O)C(F)(F)F (N-[2-(2-tert-butylphenylcarboxy)-1,1-dimethylethyl]-trifluoromethanesulfonamide). Run in CCOCC (ether), CCOCC (ether). RXN SMILES: [N+](=[CH2:3])=[N-].[C:4]([C:8]1[CH:13]=[CH:12][CH:11]=[CH:10][C:9]=1[O:14][C:15]([CH2:17][C:18]([NH:21][S:22]([C:25]([F:28])([F:27])[F:26])(=[O:24])=[O:23])([CH3:20])[CH3:19])=[O:16])([CH3:7])([CH3:6])[CH3:5]>CCOCC>[CH3:3][N:21]([C:18]([CH3:20])([CH3:19])[CH2:17][C:15]([O:14][C:9]1[CH:10]=[CH:11][CH:12]=[CH:13][C:8]=1[C:4]([CH3:5])([CH3:6])[CH3:7])=[O:16])[S:22]([C:25]([F:28])([F:26])[F:27])(=[O:24])=[O:23]. Reaction conditions: time 8 hour. Procedure: A freshly prepared solution of diazomethane in anhydrous ether was added in excess to a solution of N-[2-(2-tert-butylphenylcarboxy)-1,1-dimethylethyl]-trifluoromethanesulfonamide (13.1 g) in ether. The resulting yellow solution was allowed to stand at RT overnight, then was washed with 10% HCl followed by 2.5N aq NaOH. The organic solution was dried (MgSO4), and concentrated to afford 13.0 g of pure N-methyl-N-[2-(2-tert-butylphenylcarboxy)-1,1-dimethylethyl]-trifluoromethanesulfonamide as a wh...